From a dataset of the Open Reaction Database (ORD), a public repository of structured organic reaction records. describe an organic reaction: reactants, conditions, products, and yield Starting materials: C(C)(C)(C)OC(=O)N1CCN(CC1)C(CCC1=CNC=2CCCC(C12)=O)=O (4-[3-(4-Oxo-4,5,6,7-tetrahydro-1H-indol-3-yl)-propionyl]-piperazine-1-carboxylic acid tert-butyl ester), FC(C(=O)O)(F)F (trifluoroacetic acid). Solvent: ClCCl (dichloromethane). Run at time 8 hour. Yields the product O=C(CCC1=CNC=2CCCC(C12)=O)N1CCNCC1 (3-(3-oxo-3-piperazin-1-yl-propyl)-1,5,6,7-tetrahydro-indol-4-one). As a reaction SMILES: C(OC([N:8]1[CH2:13][CH2:12][N:11]([C:14](=[O:27])[CH2:15][CH2:16][C:17]2[C:25]3[C:24](=[O:26])[CH2:23][CH2:22][CH2:21][C:20]=3[NH:19][CH:18]=2)[CH2:10][CH2:9]1)=O)(C)(C)C.FC(F)(F)C(O)=O>ClCCl>[O:27]=[C:14]([N:11]1[CH2:10][CH2:9][NH:8][CH2:13][CH2:12]1)[CH2:15][CH2:16][C:17]1[C:25]2[C:24](=[O:26])[CH2:23][CH2:22][CH2:21][C:20]=2[NH:19][CH:18]=1. Reported procedure: 4-[3-(4-Oxo-4,5,6,7-tetrahydro-1H-indol-3-yl)-propionyl]-piperazine-1-carboxylic acid tert-butyl ester (37.5mg, 0.1 mmol) was added to 3 ml of dichloromethane at 0° C. followed by the addition of 1 ml of 20% trifluoroacetic acid. The reaction mixture was stirred at room temperature for 8 hours. The reaction solution was rotary evaporated and diluted with 1,4-dioxane. The reaction solution was concentrated at 30° C. till dryness then purified by flash chromatography and eluting with (chloroform: ...